From a dataset of the Open Reaction Database (ORD), a public repository of structured organic reaction records. describe an organic reaction: reactants, conditions, products, and yield Starting materials: Cc1c(-n2c(=O)n(C)c3cnc4ccc(Br)cc4c32)cnn1C, COc1ccc(B(O)O)cc1OC, O=C(O)C(F)(F)F, [K+], [K+], O=C([O-])[O-], CN(C)C=O, Cl[Pd]Cl, c1ccc(P(c2ccccc2)c2ccccc2)cc1, c1ccc(P(c2ccccc2)c2ccccc2)cc1. The product is COc1ccc(-c2ccc3ncc4c(c3c2)n(-c2cnn(C)c2C)c(=O)n4C)cc1OC. RXN SMILES: [Br:1][c:2]1[cH:3][c:4]2[c:5]3[c:6]([cH:7][n:8][c:9]2[cH:10][cH:11]1)[n:12]([CH3:23])[c:13](=[O:22])[n:14]3-[c:15]1[cH:16][n:17][n:18]([CH3:21])[c:19]1[CH3:20].[CH3:24][O:25][c:26]1[cH:27][c:28]([B:34]([OH:35])[OH:36])[cH:29][cH:30][c:31]1[O:32][CH3:33].[F:48][C:49]([F:50])([F:51])[C:52]([OH:53])=[O:54].[K+:42].[K+:43].[O-:44][C:45]([O-:46])=[O:47].[O:37]=[CH:38][N:39]([CH3:40])[CH3:41].[Pd:55]([Cl:56])[Cl:57].[c:58]1([P:59]([c:60]2[cH:61][cH:62][cH:63][cH:64][cH:65]2)[c:66]2[cH:67][cH:68][cH:69][cH:70][cH:71]2)[cH:72][cH:73][cH:74][cH:75][cH:76]1.[c:77]1([P:78]([c:79]2[cH:80][cH:81][cH:82][cH:83][cH:84]2)[c:85]2[cH:86][cH:87][cH:88][cH:89][cH:90]2)[cH:91][cH:92][cH:93][cH:94][cH:95]1>>[c:2]1(-[c:28]2[cH:27][c:26]([O:25][CH3:24])[c:31]([O:32][CH3:33])[cH:30][cH:29]2)[cH:3][c:4]2[c:5]3[c:6]([cH:7][n:8][c:9]2[cH:10][cH:11]1)[n:12]([CH3:23])[c:13](=[O:22])[n:14]3-[c:15]1[cH:16][n:17][n:18]([CH3:21])[c:19]1[CH3:20].